This data is from the Open Reaction Database (ORD), a public repository of structured organic reaction records. The task is: describe an organic reaction: reactants, conditions, products, and yield The reactants are N1C=C(C2=CC=CC=C12)C(=O)Cl (indole-3-carboxylic acid chloride), CN1CCCC1CCO (2-(1-methyl-2-pyrrolidine)ethanol), [Li]CCCC (n-BuLi). Solvent: C1CCOC1 (THF), CCCCCC (hexane), C1CCOC1 (THF). Run at time 30 minute. Product: N1C=C(C2=CC=CC=C12)C(=O)OCCC1N(CCC1)C (2-(1-Methyl-2-pyrrolidinyl)ethyl 1H-indole-3-carboxylate). As a reaction SMILES: [CH3:1][N:2]1[CH:6]([CH2:7][CH2:8][OH:9])[CH2:5][CH2:4][CH2:3]1.[Li]CCCC.[NH:15]1[C:23]2[C:18](=[CH:19][CH:20]=[CH:21][CH:22]=2)[C:17]([C:24](Cl)=[O:25])=[CH:16]1>C1COCC1.CCCCCC>[NH:15]1[C:23]2[C:18](=[CH:19][CH:20]=[CH:21][CH:22]=2)[C:17]([C:24]([O:9][CH2:8][CH2:7][CH:6]2[CH2:5][CH2:4][CH2:3][N:2]2[CH3:1])=[O:25])=[CH:16]1. Reported procedure: To a dry THF solution (30 ml) of 2-(1-methyl-2-pyrrolidine)ethanol at -10° to 5° C. was dropwise added a 1.5M hexane solution of n-BuLi (16.0 ml, 24.0 mmol) over a period of 10 min. Stirring was continued for 30 min. To a mixture was then dropwise added at -5° to 5° C. a dry THF solution (20 ml) of indole-3-carboxylic acid chloride (4.20 g, 24.0 mmol) over a period of 45 min. The cooling bath was removed. After stirring overnight at room temperature, a reaction solution was poured onto a cold di... The reactants are BrB(Br)Br, [Cl-], ClCCl, [NH4+], COc1cccc(Cn2cnc3c(-c4ccco4)nc(N)nc32)c1. The product is Nc1nc(-c2ccco2)c2ncn(Cc3cccc(O)c3)c2n1. As a reaction SMILES: [B:25]([Br:26])([Br:27])[Br:28].[Cl-:29].[Cl:31][CH2:32][Cl:33].[NH4+:30].[o:1]1[c:2](-[c:6]2[c:7]3[n:8][cH:9][n:10]([CH2:16][c:17]4[cH:18][c:19]([O:23][CH3:24])[cH:20][cH:21][cH:22]4)[c:11]3[n:12][c:13]([NH2:15])[n:14]2)[cH:3][cH:4][cH:5]1>>[o:1]1[c:2](-[c:6]2[c:7]3[n:8][cH:9][n:10]([CH2:16][c:17]4[cH:18][c:19]([OH:23])[cH:20][cH:21][cH:22]4)[c:11]3[n:12][c:13]([NH2:15])[n:14]2)[cH:3][cH:4][cH:5]1.